This data is from the Open Reaction Database (ORD), a public repository of structured organic reaction records. The task is: describe an organic reaction: reactants, conditions, products, and yield Reactants: CN1C(N(C2=C(C1=O)C=C(S2)CC2=CC=CC1=CC=CC=C21)CC(C)C)=O (3-methyl-1-(2-methylpropyl)-6-(1-naphthalenylmethyl)thieno[2,3-d]pyrimidine-2,4(1H,3H)-dione), C(=O)=O (carbon dioxide), [OH-].[Na+] (sodium hydroxide), C(CCC)[Li] (n-Butyllithium), C(C)(C)NC(C)C (diisopropylamine). The solvent is O1CCCC1 (tetrahydrofuran), O1CCCC1 (tetrahydrofuran). Reaction conditions: temperature -78 celsius, time 5 minute. The product is CN1C(N(C2=C(C1=O)C(=C(S2)CC2=CC=CC1=CC=CC=C21)C(=O)O)CC(C)C)=O (1,2,3,4-Tetrahydro-3-methyl-1-(2-methylpropyl)-6-(1-naphthalenylmethyl)-2,4-dioxothieno[2,3-d]pyrimidine-5-carboxylic acid). RXN SMILES: C([Li])CCC.C(NC(C)C)(C)C.[CH3:13][N:14]1[C:19](=[O:20])[C:18]2[CH:21]=[C:22]([CH2:24][C:25]3[C:34]4[C:29](=[CH:30][CH:31]=[CH:32][CH:33]=4)[CH:28]=[CH:27][CH:26]=3)[S:23][C:17]=2[N:16]([CH2:35][CH:36]([CH3:38])[CH3:37])[C:15]1=[O:39].[C:40](=[O:42])=[O:41].[OH-].[Na+]>O1CCCC1>[CH3:13][N:14]1[C:19](=[O:20])[C:18]2[C:21]([C:40]([OH:42])=[O:41])=[C:22]([CH2:24][C:25]3[C:34]4[C:29](=[CH:30][CH:31]=[CH:32][CH:33]=4)[CH:28]=[CH:27][CH:26]=3)[S:23][C:17]=2[N:16]([CH2:35][CH:36]([CH3:37])[CH3:38])[C:15]1=[O:39] |f:4.5|. Procedure details: n-Butyllithium (2.0M solution in hexanes, 1.90 ml) was added dropwise to a solution of diisopropylamine (0.069 ml) in anhydrous tetrahydrofuran (30 ml ) at 0° C., under nitrogen. The solution was stirred for 5 minutes then cooled to −78° C. and a solution of 3-methyl-1-(2-methylpropyl)-6-(1-naphthalenylmethyl)thieno[2,3-d]pyrimidine-2,4(1H,3H)-dione (1.50 g) in anhydrous tetrahydrofuran (15 ml) was added dropwise. After 15 minutes, the flask was transferred to a sealed bomb containing carbon dio... The reactants are BrC1=CSC2=C1C=C(C=C2)Cl (3-bromo-5-chlorobenzothiophene), C(C)(C)(C)OC(=O)N1CCC(CC1)=O (1-tert-butoxycarbonyl-4-piperidone), C(CCC)[Li] (n-butyllithium). The solvent is C(C)OCC (diethyl ether), C(C)OCC (diethyl ether), C(C)OCC (diethyl ether). Reaction conditions: temperature -78 celsius, time 1 hour. Product: ClC=1C=CC2=C(C(=CS2)C2(CCN(CC2)C(=O)OC(C)(C)C)O)C1 (5-chloro-3-(4-hydroxy-1-(tert-butoxycarbonyl)-piperidin-4-yl)benzothiophene). Isolated yield 58.2%. Reaction SMILES: C([Li])CCC.Br[C:7]1[C:11]2[CH:12]=[C:13]([Cl:16])[CH:14]=[CH:15][C:10]=2[S:9][CH:8]=1.[C:17]([O:21][C:22]([N:24]1[CH2:29][CH2:28][C:27](=[O:30])[CH2:26][CH2:25]1)=[O:23])([CH3:20])([CH3:19])[CH3:18]>C(OCC)C>[Cl:16][C:13]1[CH:14]=[CH:15][C:10]2[S:9][CH:8]=[C:7]([C:27]3([OH:30])[CH2:26][CH2:25][N:24]([C:22]([O:21][C:17]([CH3:19])([CH3:18])[CH3:20])=[O:23])[CH2:29][CH2:28]3)[C:11]=2[CH:12]=1. Reported procedure: A solution of 1.55 mL (1.86 mMol) n-butyllithium in 5.0 mL diethyl ether was cooled to -78° C. under a nitrogen atmosphere. To this cooled solution was added a solution of 0.418 gm (1.68 mMol) 3-bromo-5-chlorobenzothiophene in 10.0 mL diethyl ether. The reaction mixture was stirred at -78° C. for 1 hour and then to it was added dropwise a solution of 0.401 gm (2.0 mMol) 1-tert-butoxycarbonyl-4-piperidone in 5.0 mL diethyl ether. The reaction was stirred an additional 2 hours at -78° C. and was t... Reactants: CSC.B (Borane dimethyl sulfide), COC(C(CC(=O)OC(C)(C)C)C1CCCC1)=O (2-cyclopentyl-succinic acid 4-tert-butyl ester 1-methyl ester), CO (MeOH). The solvent is C1CCOC1 (THF). The product is C1(CCCC1)C1CC(OC1)=O (4-cyclopentyl-dihydro-furan-2-one). Isolated yield 80.4%. Reaction SMILES: CSC.B.COC(=O)[CH:8]([CH:17]1[CH2:21][CH2:20][CH2:19][CH2:18]1)[CH2:9][C:10]([O:12][C:13](C)(C)C)=[O:11].CO>C1COCC1>[CH:17]1([CH:8]2[CH2:13][O:12][C:10](=[O:11])[CH2:9]2)[CH2:18][CH2:19][CH2:20][CH2:21]1 |f:0.1|. Procedure: Borane dimethyl sulfide complex (3.5 mL, 10.0 M in THF) is added to a solution of 2-cyclopentyl-succinic acid 4-tert-butyl ester 1-methyl ester (8.6 g, 35.5 mmol) in 100 mL of THF at 0° C. The mixture is warmed to room temperature overnight, cooled to 0° C., and treated with 50 mL of MeOH. After being warmed to room temperature over 1 hour, the solvents are evaporated, and the oil is dried at room temperature under vacuum for 12 hours. It is taken up in 100 mL of THF containing 0.1 g of pTsOH, a... The reactants are [N-]=[N+]=[N-].[Na+] (sodium azide), ClC1=CC=C(C(=O)C2C(N(C(C2)C2=CC(=CC=C2)F)C2=CC=C(C=C2)OC(F)(F)F)=O)C=C1 (4-chlorobenzoyl-5-(3-fluoro-phenyl)-1-(4-trifluoromethoxy-phenyl)-pyrrolidin-2-one), CCCC(C)C (isohexane), FC(S(=O)(=O)OS(=O)(=O)C(F)(F)F)(F)F (trifluoromethanesulfonic anhydride). The reagents and catalysts are [Br-].C(CCC)[N+](CCCC)(CCCC)CCCC (tetrabutylammonium bromide). Run in [OH-].[Na+] (sodium hydroxide), C(C)(=O)OCC (ethyl acetate), C(C)#N (acetonitrile). Product: [N+](=[N-])=C1C(N([C@H](C1)C1=CC(=CC=C1)F)C1=CC=C(C=C1)OC(F)(F)F)=O ((5R)-3-Diazo-5-(3-fluoro-phenyl)-1-(4-trifluoromethoxy-phenyl)-pyrrolidin-2-one). Yield: 70.2%. RXN SMILES: [N-]=[N+:2]=[N-:3].[Na+].CCCC(C)C.FC(F)(F)S(OS(C(F)(F)F)(=O)=O)(=O)=O.ClC1C=CC(C([CH:33]2[CH2:37][CH:36]([C:38]3[CH:43]=[CH:42][CH:41]=[C:40]([F:44])[CH:39]=3)[N:35]([C:45]3[CH:50]=[CH:49][C:48]([O:51][C:52]([F:55])([F:54])[F:53])=[CH:47][CH:46]=3)[C:34]2=[O:56])=O)=CC=1>[Br-].C([N+](CCCC)(CCCC)CCCC)CCC.[OH-].[Na+].C(#N)C.C(OCC)(=O)C>[N+:2](=[C:33]1[CH2:37][C@H:36]([C:38]2[CH:43]=[CH:42][CH:41]=[C:40]([F:44])[CH:39]=2)[N:35]([C:45]2[CH:46]=[CH:47][C:48]([O:51][C:52]([F:55])([F:53])[F:54])=[CH:49][CH:50]=2)[C:34]1=[O:56])=[N-:3] |f:0.1,5.6,7.8|. Procedure: Dissolve sodium azide (2.6 g, 40 mmol) and tetrabutylammonium bromide (260 mg, 0.8 mmol) in 2N sodium hydroxide solution (50 mL), add isohexane (50 mL) and stir while cooling in an ice-water bath. Add trifluoromethanesulfonic anhydride (2.0 mL, approx 12 mmol) dropwise, stir for 10 minutes with cooling. Dissolve (5R)-(3-(4-chlorobenzoyl-5-(3-fluoro-phenyl)-1-(4-trifluoromethoxy-phenyl)-pyrrolidin-2-one (1.1 g, 2.3 mmol) in acetonitrile (30 mL), add to the reaction mixture and stir vigorously for... The solvent is C1=CC=CC=C1 (benzene), C1=CC=CC=C1 (benzene). Yields the product dimethyl acetal, C(C)N(C(=O)NC=1SC(=NN1)C1CCC(CC1)Cl)CC=O (2-{1-ethyl-3-[5-(4-chlorocyclohexyl)-1,3,4-thiadiazol-2-yl]ureido}acetaldehyde). Procedure: A mixture of 5-(4-chlorocyclohexyl)-1,3,4-thiadiazol-2-yl isocyanate dimer (13 grams), the dimethyl acetal of 2-ethylaminoacetaldehyde (6.9 grams) and benzene (60 ml) are charged into a glass reaction vessel equipped with a mechanical stirrer and reflux condenser. The reaction mixture is heated at reflux for a period of about 15 minutes. After this time the mixture is stripped of benzene under reduced pressure to yield a solid product as the residue. The residue is then recrystallized to yield t... RXN SMILES: [Cl:1][CH:2]1[CH2:7][CH2:6][CH:5]([C:8]2[S:12][C:11]([N:13]=[C:14]=[O:15])=[N:10][N:9]=2)[CH2:4][CH2:3]1.[CH2:16]([NH:18][CH2:19][CH:20]=[O:21])[CH3:17]>C1C=CC=CC=1>[CH2:16]([N:18]([CH2:19][CH:20]=[O:21])[C:14]([NH:13][C:11]1[S:12][C:8]([CH:5]2[CH2:4][CH2:3][CH:2]([Cl:1])[CH2:7][CH2:6]2)=[N:9][N:10]=1)=[O:15])[CH3:17]. Reactants: ClC1CCC(CC1)C1=NN=C(S1)N=C=O (5-(4-chlorocyclohexyl)-1,3,4-thiadiazol-2-yl isocyanate), dimethyl acetal, C(C)NCC=O (2-ethylaminoacetaldehyde). Solvent: O1CCCC1 (tetrahydrofuran), O1CCCC1 (tetrahydrofuran). Reported procedure: A solution of 1M tetrabutylammonium fluoride in tetrahydrofuran (3.1 mL, 3.10 mmol) was added to a solution of Example 260E (627 mg, 1.028 mmol) in tetrahydrofuran (5 mL) and the mixture was stirred at room temperature for 1 hour and concentrated. The residue was purified by flash chromatography on silica gel, eluting with a gradient of 0-7% methanol-dichloromethane to give the title compound. MS (ESI+) m/z 454.1 (M+H)+. Reactants: [F-].C(CCC)[N+](CCCC)(CCCC)CCCC (tetrabutylammonium fluoride), FC=1C=CC(=C(C1)C1=C2C(=NC=C1)NC(=C2)C2=CCN([C@@H](C2)CO[Si](C(C)C)(C(C)C)C(C)C)C(=O)OC(C)(C)C)OC ((S)-tert-butyl 4-(4-(5-fluoro-2-methoxyphenyl)-1H-pyrrolo[2,3-b]pyridin-2-yl)-6-(((triisopropylsilyl)oxy)methyl)-5,6-dihydropyridine-1(2H)-carboxylate). The product is FC=1C=CC(=C(C1)C1=C2C(=NC=C1)NC(=C2)C2=CCN([C@@H](C2)CO)C(=O)OC(C)(C)C)OC ((S)-tert-butyl 4-(4-(5-fluoro-2-methoxyphenyl)-1H-pyrrolo[2,3-b]pyridin-2-yl)-6-(hydroxymethyl)-5,6-dihydropyridine-1(2H)-carboxylate). Conditions: time 1 hour. As a reaction SMILES: [F-].C([N+](CCCC)(CCCC)CCCC)CCC.[F:19][C:20]1[CH:21]=[CH:22][C:23]([O:60][CH3:61])=[C:24]([C:26]2[CH:31]=[CH:30][N:29]=[C:28]3[NH:32][C:33]([C:35]4[CH2:40][C@@H:39]([CH2:41][O:42][Si](C(C)C)(C(C)C)C(C)C)[N:38]([C:53]([O:55][C:56]([CH3:59])([CH3:58])[CH3:57])=[O:54])[CH2:37][CH:36]=4)=[CH:34][C:27]=23)[CH:25]=1>O1CCCC1>[F:19][C:20]1[CH:21]=[CH:22][C:23]([O:60][CH3:61])=[C:24]([C:26]2[CH:31]=[CH:30][N:29]=[C:28]3[NH:32][C:33]([C:35]4[CH2:40][C@@H:39]([CH2:41][OH:42])[N:38]([C:53]([O:55][C:56]([CH3:57])([CH3:58])[CH3:59])=[O:54])[CH2:37][CH:36]=4)=[CH:34][C:27]=23)[CH:25]=1 |f:0.1|. Reactants: Cc1c(C#N)cccc1C#N, CN(C)CCN(C)C, CC(C)[N-]C(C)C, [Li+], C1CCOC1, O, ICCCCCCCCc1ccccc1. Yields the product N#Cc1cccc(C#N)c1CCCCCCCCCc1ccccc1. As a reaction SMILES: [C:9](#[N:10])[c:11]1[c:12]([CH3:19])[c:13]([C:17]#[N:18])[cH:14][cH:15][cH:16]1.[CH3:20][N:21]([CH3:22])[CH2:23][CH2:24][N:25]([CH3:26])[CH3:27].[CH:1]([N-:2][CH:3]([CH3:4])[CH3:5])([CH3:6])[CH3:7].[Li+:8].[O:43]1[CH2:44][CH2:45][CH2:46][CH2:47]1.[OH2:48].[c:28]1([CH2:34][CH2:35][CH2:36][CH2:37][CH2:38][CH2:39][CH2:40][CH2:41][I:42])[cH:29][cH:30][cH:31][cH:32][cH:33]1>>[C:9](#[N:10])[c:11]1[c:12]([CH2:19][CH2:41][CH2:40][CH2:39][CH2:38][CH2:37][CH2:36][CH2:35][CH2:34][c:28]2[cH:29][cH:30][cH:31][cH:32][cH:33]2)[c:13]([C:17]#[N:18])[cH:14][cH:15][cH:16]1.